Dataset: the Open Reaction Database (ORD), a public repository of structured organic reaction records. Task: describe an organic reaction: reactants, conditions, products, and yield The reactants are CSc1c2c(nn1Cc1ccc(-c3cccc(F)n3)cc1)N1C(=NC3CCCC31)N(C)C2=O, CO, N. The product is CSc1c2c(nn1Cc1ccc(-c3cccc(F)n3)cc1)N1C(=NC3CCCC31)NC2=O. As a reaction SMILES: [CH3:1][N:2]1[C:3]2=[N:30][CH:29]3[CH:28]([N:4]2[c:5]2[c:6]([c:9]([S:26][CH3:27])[n:10]([CH2:12][c:13]4[cH:14][cH:15][c:16](-[c:19]5[n:20][c:21]([F:25])[cH:22][cH:23][cH:24]5)[cH:17][cH:18]4)[n:11]2)[C:7]1=[O:8])[CH2:33][CH2:32][CH2:31]3.[CH3:35][OH:36].[NH3:34]>>[NH:2]1[C:3]2=[N:30][CH:29]3[CH:28]([N:4]2[c:5]2[c:6]([c:9]([S:26][CH3:27])[n:10]([CH2:12][c:13]4[cH:14][cH:15][c:16](-[c:19]5[n:20][c:21]([F:25])[cH:22][cH:23][cH:24]5)[cH:17][cH:18]4)[n:11]2)[C:7]1=[O:8])[CH2:33][CH2:32][CH2:31]3. Reactants: CN1C=NC=C1CN ((1-methyl-1H-imidazol-5-yl)methanamine), C(C1=CC=CC=C1)OC1=CC(N(C=C1)C=1SC(=C(N1)C)C(=O)O)=O (2-(4-(benzyloxy)-2-oxopyridin-1(2H)-yl)-4-methylthiazole-5-carboxylic acid). The product is C(C1=CC=CC=C1)OC1=CC(N(C=C1)C=1SC(=C(N1)C)C(=O)NCC1=CN=CN1C)=O (2-(4-(Benzyloxy)-2-oxopyridin-1(2H)-yl)-4-methyl-N-((1-methyl-1H-imidazol-5-yl)methyl)thiazole-5-carboxamide). The yield is 52.0%. Reaction SMILES: [CH3:1][N:2]1[C:6]([CH2:7][NH2:8])=[CH:5][N:4]=[CH:3]1.[CH2:9]([O:16][C:17]1[CH:22]=[CH:21][N:20]([C:23]2[S:24][C:25]([C:29](O)=[O:30])=[C:26]([CH3:28])[N:27]=2)[C:19](=[O:32])[CH:18]=1)[C:10]1[CH:15]=[CH:14][CH:13]=[CH:12][CH:11]=1>>[CH2:9]([O:16][C:17]1[CH:22]=[CH:21][N:20]([C:23]2[S:24][C:25]([C:29]([NH:8][CH2:7][C:6]3[N:2]([CH3:1])[CH:3]=[N:4][CH:5]=3)=[O:30])=[C:26]([CH3:28])[N:27]=2)[C:19](=[O:32])[CH:18]=1)[C:10]1[CH:15]=[CH:14][CH:13]=[CH:12][CH:11]=1. Procedure details: Following the procedure as described in Example 22, making variation only as required to use (1-methyl-1H-imidazol-5-yl)methanamine in place of benzo[b]thiophen-2-ylmethanamine to react with 2-(4-(benzyloxy)-2-oxopyridin-1(2H)-yl)-4-methylthiazole-5-carboxylic acid, the title compound was obtained as a colorless solid in 52% yield: 1H NMR (300 MHz, DMSO-d6) δ 8.65-8.58 (m, 2H), 7.51 (s, 1H), 7.44-7.30 (m, 5H), 6.78 (s, 1H), 6.38 (dd, J=8.1, 2.6 Hz, 1H), 6.22 (d, J=2.6 Hz, 1H), 5.15 (s, 2H), 4.36... Reactants: CC(C)=CCCC(C)=CCO, CS(=O)(=O)Cl, [Cl-], [Li+], CN(C)C=O, Cc1cc(C)nc(C)c1. Yields the product CC(C)=CCCC(C)=CCCl. Reaction SMILES: [CH3:1][C:2](=[CH:3][CH2:4][OH:5])[CH2:6][CH2:7][CH:8]=[C:9]([CH3:10])[CH3:11].[CH3:23][S:24]([Cl:25])(=[O:26])=[O:27].[Cl-:22].[Li+:21].[O:28]=[CH:29][N:30]([CH3:31])[CH3:32].[n:12]1[c:13]([CH3:14])[cH:15][c:16]([CH3:17])[cH:18][c:19]1[CH3:20]>>[CH3:1][C:2](=[CH:3][CH2:4][Cl:25])[CH2:6][CH2:7][CH:8]=[C:9]([CH3:10])[CH3:11].